This data is from the Open Reaction Database (ORD), a public repository of structured organic reaction records. The task is: describe an organic reaction: reactants, conditions, products, and yield The reactants are C(=O)C=1C=C(C#N)C=CC1N1N=C(C=2C1=NC=CC2N2C=NC(=C2)C=2C=NN(C2)C)C(C)C (3-formyl-4-{3-isopropyl-4-(4-(1-methyl-1H-pyrazol-4-yl)-1H-imidazol-1-yl)-1H-pyrazolo[3,4-b]pyridin-1-yl}benzonitrile), C(=O)C=1C=C(C#N)C=CC1N1N=C(C=2C1=NC=CC2I)C(C)C (3-Formyl-4-{4-iodo-3-isopropyl-1H-pyrazolo[3,4-b]pyridin-1-yl}benzonitrile), Cl.CN1N=CC(=C1)C=1N=CNC1 (4-(1-methyl-1H-pyrazol-4-yl)-1H-imidazole hydrochloride). The product is C(=O)C=1C=C(C(=O)N)C=CC1N1N=C(C=2C1=NC=CC2N2C=NC(=C2)C=2C=NN(C2)C)C(C)C (3-Formyl-4-{3-isopropyl-4-(4-(1-methyl-1H-pyrazol-4-yl)-1H-imidazol-1-yl)-1H-pyrazolo[3,4-b]pyridin-1-yl}benzamide). The yield is 17.0%. As a reaction SMILES: [CH:1]([C:3]1[CH:4]=[C:5]([CH:8]=[CH:9][C:10]=1[N:11]1[C:15]2=[N:16][CH:17]=[CH:18][C:19]([N:20]3[CH:24]=[C:23]([C:25]4[CH:26]=[N:27][N:28]([CH3:30])[CH:29]=4)[N:22]=[CH:21]3)=[C:14]2[C:13]([CH:31]([CH3:33])[CH3:32])=[N:12]1)[C:6]#[N:7])=[O:2].C(C1C=C(C=CC=1N1C2=NC=CC(I)=C2C(C(C)C)=N1)C#N)=[O:35].Cl.CN1C=C(C2N=CNC=2)C=N1>>[CH:1]([C:3]1[CH:4]=[C:5]([CH:8]=[CH:9][C:10]=1[N:11]1[C:15]2=[N:16][CH:17]=[CH:18][C:19]([N:20]3[CH:24]=[C:23]([C:25]4[CH:26]=[N:27][N:28]([CH3:30])[CH:29]=4)[N:22]=[CH:21]3)=[C:14]2[C:13]([CH:31]([CH3:33])[CH3:32])=[N:12]1)[C:6]([NH2:7])=[O:35])=[O:2] |f:2.3|. Reported procedure: According to Example 97(2), 3-formyl-4-{3-isopropyl-4-(4-(1-methyl-1H-pyrazol-4-yl)-1H-imidazol-1-yl)-1H-pyrazolo[3,4-b]pyridin-1-yl}benzonitrile was prepared using compound (125a) instead of compound (97a) and using 4-(1-methyl-1H-pyrazol-4-yl)-1H-imidazole hydrochloride instead of 4-phenyl-1H-imidazole and was used in the subsequent reaction without being purified. According to Example 1(7), compound (125) (the second stage yield: 17%) was prepared as a white solid using 3-formyl-4-{(3-isoprop... Reactants: C(C)(=O)OCC(=O)C1=CC2=C(SCCC=3C2=NN(C(C3)=O)C3=CC=C(C=C3)Cl)S1 (9-acetyloxyacetyl-2-(4-chlorophenyl)-5,6-dihydrothieno[2',3':2,3]thiepino[4,5-c]pyridazin-3(2H)-one), C(C)[SiH](CC)CC (triethylsilane), O (water). Run in FC(C(=O)O)(F)F (trifluoroacetic acid). Run at time 5 hour. Yields the product C(C)(=O)OCCC1=CC2=C(SCCC=3C2=NN(C(C3)=O)C3=CC=C(C=C3)Cl)S1 (9-(2-acetoxyethyl)-2-(4-chlorophenyl)-5,6-dihydrothieno[2',3':2,3]thiepino[4,5-c]pyridazin-3(2H)-one). The yield is 36.9%. RXN SMILES: [C:1]([O:4][CH2:5][C:6]([C:8]1[S:29][C:11]2[S:12][CH2:13][CH2:14][C:15]3[C:16](=[N:17][N:18]([C:22]4[CH:27]=[CH:26][C:25]([Cl:28])=[CH:24][CH:23]=4)[C:19](=[O:21])[CH:20]=3)[C:10]=2[CH:9]=1)=O)(=[O:3])[CH3:2].C([SiH](CC)CC)C.O>FC(F)(F)C(O)=O>[C:1]([O:4][CH2:5][CH2:6][C:8]1[S:29][C:11]2[S:12][CH2:13][CH2:14][C:15]3[C:16](=[N:17][N:18]([C:22]4[CH:23]=[CH:24][C:25]([Cl:28])=[CH:26][CH:27]=4)[C:19](=[O:21])[CH:20]=3)[C:10]=2[CH:9]=1)(=[O:3])[CH3:2]. Reported procedure: To a solution of 2.8 g of 9-acetyloxyacetyl-2-(4-chlorophenyl)-5,6-dihydrothieno[2',3':2,3]thiepino[4,5-c]pyridazin-3(2H)-one obtained in Example 51 in 40 ml of trifluoroacetic acid is added 3.0 ml of triethylsilane and the mixture is stirred for 5 hours at room temperature. After the completion of reaction, to the mixture is added water and the solution is extracted with chloroform. The extract is washed, dried and concentrated under reduced pressure. The resulting residue is subjected to colum... Procedure details: A solution of the product of Example 9 (227 mg), methyl-(1-methyl-piperidin-4-yl)-amine (118 mg), and acetic acid (0.06 mL) in DCM (3 mL) was treated with sodium triacetoxyborohydride (290 mg). After 16 h, the resulting mixture was treated with 10% sodium hydroxide (5 mL) and extracted with DCM (3×10 mL). The combined organic phases were dried (sodium sulfate) and evaporated. Chromatography of the residue (1-5% 2 M methanolic ammonia/DCM) gave the title compound as a colorless oil (270 mg). 1H N... Isolated yield 1.0%. Reaction SMILES: [N:1]1([CH2:7][CH2:8][CH2:9][O:10][C:11]2[CH:18]=[CH:17][C:14]([CH:15]=O)=[CH:13][CH:12]=2)[CH2:6][CH2:5][CH2:4][CH2:3][CH2:2]1.[CH3:19][NH:20][CH:21]1[CH2:26][CH2:25][N:24]([CH3:27])[CH2:23][CH2:22]1.C(O[BH-](OC(=O)C)OC(=O)C)(=O)C.[Na+].[OH-].[Na+].[CH2:44]([Cl:46])[Cl:45]>C(O)(=O)C>[NH3:1].[CH2:44]([Cl:46])[Cl:45].[CH3:19][N:20]([CH:21]1[CH2:26][CH2:25][N:24]([CH3:27])[CH2:23][CH2:22]1)[CH2:15][C:14]1[CH:17]=[CH:18][C:11]([O:10][CH2:9][CH2:8][CH2:7][N:1]2[CH2:6][CH2:5][CH2:4][CH2:3][CH2:2]2)=[CH:12][CH:13]=1 |f:2.3,4.5,8.9|. Run in C(C)(=O)O (acetic acid). Reaction conditions: time 16 hour. Reactants: [OH-].[Na+] (sodium hydroxide), N1(CCCCC1)CCCOC1=CC=C(C=O)C=C1 (4-(3-Piperidin-1-yl-propoxy)-benzaldehyde), CNC1CCN(CC1)C (methyl-(1-methyl-piperidin-4-yl)-amine), C(C)(=O)O[BH-](OC(C)=O)OC(C)=O.[Na+] (sodium triacetoxyborohydride), C(Cl)Cl (DCM). Product: N.C(Cl)Cl (ammonia DCM), CN(CC1=CC=C(C=C1)OCCCN1CCCCC1)C1CCN(CC1)C (Methyl-(1-methyl-piperidin-4-yl)-[4-(3-piperidin-1-yl-propoxy)-benzyl]-amine). Reactants: CNC(=O)Cc1ccc2[nH]c([Si](C)(C)C)cc2c1, CC#N, F. Yields the product CNC(=O)Cc1ccc2[nH]ccc2c1. RXN SMILES: [CH3:1][NH:2][C:3]([CH2:4][c:5]1[cH:6][c:7]2[cH:8][c:9]([Si:14]([CH3:15])([CH3:16])[CH3:17])[nH:10][c:11]2[cH:12][cH:13]1)=[O:18].[CH3:20][C:21]#[N:22].[FH:19]>>[CH3:1][NH:2][C:3]([CH2:4][c:5]1[cH:6][c:7]2[cH:8][cH:9][nH:10][c:11]2[cH:12][cH:13]1)=[O:18]. The reactants are CCN(CC)c1ccccc1, CCOC(C)=O, CC1CC2C(=C(Cl)C=CC2(F)n2[nH]c3c(c2=O)CCCC3)O1, O=P(Cl)(Cl)Cl. Product: CC1CC2C(=C(Cl)C=CC2(F)n2nc3c(c2Cl)CCCC3)O1. As a reaction SMILES: [CH2:28]([N:29]([CH2:30][CH3:31])[c:32]1[cH:33][cH:34][cH:35][cH:36][cH:37]1)[CH3:38].[CH3:39][CH2:40][O:41][C:42](=[O:43])[CH3:44].[Cl:1][C:2]1=[C:10]2[CH:6]([C:5]([F:12])([n:13]3[nH:14][c:15]4[c:20]([c:21]3=[O:22])[CH2:19][CH2:18][CH2:17][CH2:16]4)[CH:4]=[CH:3]1)[CH2:7][CH:8]([CH3:11])[O:9]2.[P:23]([Cl:24])([Cl:25])([Cl:26])=[O:27]>>[Cl:1][C:2]1=[C:10]2[CH:6]([C:5]([F:12])([n:13]3[n:14][c:15]4[c:20]([c:21]3[Cl:25])[CH2:19][CH2:18][CH2:17][CH2:16]4)[CH:4]=[CH:3]1)[CH2:7][CH:8]([CH3:11])[O:9]2. Starting materials: BrCc1ccccc1, CC#N, Cn1ccccc1=S. Product: [Br-], C[n+]1ccccc1SCc1ccccc1. RXN SMILES: [CH2:1]([c:2]1[cH:3][cH:4][cH:5][cH:6][cH:7]1)[Br:8].[CH3:17][C:18]#[N:19].[CH3:9][n:10]1[c:11](=[S:16])[cH:12][cH:13][cH:14][cH:15]1>>[Br-:8].[CH2:1]([c:2]1[cH:3][cH:4][cH:5][cH:6][cH:7]1)[S:16][c:11]1[n+:10]([CH3:9])[cH:15][cH:14][cH:13][cH:12]1. Yields the product CCOC(=O)C1=C(c2ccccc2)c2ccc(OC)cc2C1=NO. Starting materials: CCOC(=O)C1=C(c2ccccc2)c2ccc(OC)cc2C1=O, CCO, Cl, NO, c1ccncc1. Reaction SMILES: [CH2:1]([CH3:2])[O:3][C:4](=[O:5])[C:6]1=[C:14]([c:15]2[cH:16][cH:17][cH:18][cH:19][cH:20]2)[c:13]2[c:8]([cH:9][c:10]([O:21][CH3:22])[cH:11][cH:12]2)[C:7]1=[O:23].[CH3:33][CH2:34][OH:35].[ClH:24].[NH2:25][OH:26].[cH:27]1[cH:28][cH:29][n:30][cH:31][cH:32]1>>[CH2:1]([CH3:2])[O:3][C:4](=[O:5])[C:6]1=[C:14]([c:15]2[cH:16][cH:17][cH:18][cH:19][cH:20]2)[c:13]2[c:8]([cH:9][c:10]([O:21][CH3:22])[cH:11][cH:12]2)[C:7]1=[N:25][OH:26].